This data is from the Open Reaction Database (ORD), a public repository of structured organic reaction records. The task is: describe an organic reaction: reactants, conditions, products, and yield Reactants: BrBr (bromine), C(C)(=O)C=1C(=NSC1NC(=O)C1CC1)Br (cyclopropanecarboxylic acid (4-acetyl-3-bromo-isothiazol-5-yl)-amide), S([O-])(O)=O.[Na+] (sodium bisulfite), [OH-].[Na+] (sodium hydroxide), Cl (hydrochloric acid). Run in O1CCOCC1 (1,4-dioxane). Yields the product BrC1=NSC(=C1Br)NC(=O)C1CC1 (cyclopropanecarboxylic acid (3,4-dibromo-isothiazol-5-yl)-amide). Isolated yield 55.0%. RXN SMILES: [Br:1]Br.[OH-].[Na+].C([C:8]1[C:9]([Br:19])=[N:10][S:11][C:12]=1[NH:13][C:14]([CH:16]1[CH2:18][CH2:17]1)=[O:15])(=O)C.S(=O)(O)[O-].[Na+].Cl>O1CCOCC1>[Br:19][C:9]1[C:8]([Br:1])=[C:12]([NH:13][C:14]([CH:16]2[CH2:18][CH2:17]2)=[O:15])[S:11][N:10]=1 |f:1.2,4.5|. Procedure details: Add bromine (118.3; mL, 2.30; mol) over 1; hour to a cooled aqueous solution of sodium hydroxide (3.77; M, 2.44; L, 9.21; mol) at 0° C. and stir 15; min. To this solution, add a solution of cyclopropanecarboxylic acid (4-acetyl-3-bromo-isothiazol-5-yl)-amide (155.7; g, 0.51; mol) in 1,4-dioxane (856.3; mL, 10.03; mol) over 100; min maintaining the temperature below 5° C. Stir for 1.5; hour maintaining the internal temperature below 10° C. Add an aqueous solution of sodium bisulfite (77.8; mL, 0.... Starting materials: ClC1=C(C=CC=C1)O (2-chlorophenol), [Cl-].[Al+3].[Cl-].[Cl-] (aluminum chloride), ice water, C(C)(=O)Cl (Acetyl chloride). Run in C(=S)=S (carbon disulfide). The product is OC1=C(C=C(C=C1)C(C)=O)Cl (1-(4-Hydroxy-3-chlorophenyl)ethanone). The yield is 48.1%. Reaction SMILES: [Cl:1][C:2]1[CH:7]=[CH:6][CH:5]=[CH:4][C:3]=1[OH:8].[Cl-].[Al+3].[Cl-].[Cl-].[C:13](Cl)(=[O:15])[CH3:14]>C(=S)=S>[OH:8][C:3]1[CH:4]=[CH:5][C:6]([C:13](=[O:15])[CH3:14])=[CH:7][C:2]=1[Cl:1] |f:1.2.3.4|. Procedure details: To a stirred solution of 2-chlorophenol (10.0 g, 77.8 mmol) in carbon disulfide (20 ml) was added aluminum chloride (21.8 g, 163.4 mmol) at 0° C. under nitrogen. Acetyl chloride (6.72 g, 85.6 mmol) was added, and the mixture was heated at reflux temperature for 6 hours. The mixture was cooled down to room temperature, and poured into ice-water. The whole was extracted with diethylether. The organic layer was washed with brine, dried over MgSO4, and concentrated in vacuo. The residue was recrysta... The reactants are COc1ccc(CN)c(OC)c1, CN1CCCC1=O, CN1Cc2ccnc(Cl)c2C1=O. The product is COc1ccc(CNc2nccc3c2C(=O)N(C)C3)c(OC)c1. As a reaction SMILES: [CH3:13][O:14][c:15]1[c:16]([CH2:17][NH2:18])[cH:19][cH:20][c:21]([O:23][CH3:24])[cH:22]1.[CH3:25][N:26]1[CH2:27][CH2:28][CH2:29][C:30]1=[O:31].[Cl:1][c:2]1[n:3][cH:4][cH:5][c:6]2[c:7]1[C:8](=[O:12])[N:9]([CH3:11])[CH2:10]2>>[c:2]1([NH:18][CH2:17][c:16]2[c:15]([O:14][CH3:13])[cH:22][c:21]([O:23][CH3:24])[cH:20][cH:19]2)[n:3][cH:4][cH:5][c:6]2[c:7]1[C:8](=[O:12])[N:9]([CH3:11])[CH2:10]2. Reactants: [Cl-].[NH4+] (ammonium chloride), aqueous-alcoholic solution, [N+](=O)([O-])C1=CC=C(NCCSC)C=C1 (4-nitro-N-[β-(methylthio)ethyl]aniline). Reagents/catalysts: [Zn] (zinc). Product: CSCCNC1=CC=C(N)C=C1 (4-[β-(methylthio)ethylamino]aniline). Reaction SMILES: [Cl-].[NH4+].[N+:3]([C:6]1[CH:16]=[CH:15][C:9]([NH:10][CH2:11][CH2:12][S:13][CH3:14])=[CH:8][CH:7]=1)([O-])=O>[Zn]>[CH3:14][S:13][CH2:12][CH2:11][NH:10][C:9]1[CH:15]=[CH:16][C:6]([NH2:3])=[CH:7][CH:8]=1 |f:0.1|. Procedure: 0.8 g of ammonium chloride and 20 g of powdered zinc are added to 44 ml of aqueous-alcoholic solution (10% of water, 90% of alcohol). This mixture is brought to reflux with stirring, and 0.04 mole (8.5 g) of 4-nitro-N-[β-(methylthio)ethyl]aniline is added, the addition being regulated so as to maintain the reflux without heating. The decolorized reaction medium is filtered while boiling into a flask containing 8.5 ml of 36% strength hydrochloric acid. The expected product precipitates in the for... Reaction SMILES: C(NC(C)C)(C)C.C([Li])CCC.CCCCCC.[C:19]1([C:25]([OH:27])=[O:26])[CH2:24][CH2:23][CH2:22][CH2:21][CH:20]=1.[C:28]([O:32][C:33](=[O:46])[C:34]([CH2:36][CH2:37][O:38][CH2:39][C:40]1[CH:45]=[CH:44][CH:43]=[CH:42][CH:41]=1)=[CH2:35])([CH3:31])([CH3:30])[CH3:29]>O1CCCC1>[CH2:39]([O:38][CH2:37][CH2:36][CH:34]([C:33]([O:32][C:28]([CH3:29])([CH3:31])[CH3:30])=[O:46])[CH2:35][C:19]1([C:25]([OH:27])=[O:26])[CH2:24][CH2:23][CH2:22][CH:21]=[CH:20]1)[C:40]1[CH:45]=[CH:44][CH:43]=[CH:42][CH:41]=1. Run in O1CCCC1 (tetrahydrofuran), O1CCCC1 (tetrahydrofuran). Procedure: To a solution of diisopropylamine (8.8 mL, 62.8 mmol) in dry tetrahydrofuran (140 mL) at -50° C. was added a 2.5M solution of n-butyllithium in hexane (25 mL, 12.5 mmol). The mixture was stirred at a temperature from -50° C. to -20° C. over 30 minutes and then cooled again to -50° C. Solid 1-cyclohexene carboxylic acid (3.75 g, 29.7 mmol) was added and the resulting mixture was allowed to warm to room temperature with stirring over 1.5 hours. The reaction was cooled to -78° C. and a solution of ... Conditions: temperature -50 celsius, time 30 minute. The reactants are C(C)(C)NC(C)C (diisopropylamine), solution, C(CCC)[Li] (n-butyllithium), CCCCCC (hexane), C1(=CCCCC1)C(=O)O (1-cyclohexene carboxylic acid), C(C)(C)(C)OC(C(=C)CCOCC1=CC=CC=C1)=O (2-(2-benzyloxyethyl)acrylic acid tert-butyl ester). The product is C(C1=CC=CC=C1)OCCC(CC1(C=CCCC1)C(=O)O)C(=O)OC(C)(C)C (1-(4-benzyloxy-2-tert-butoxycarbonylbutyl)cyclohex-2-ene carboxylic acid). Starting materials: CN(C(=O)OC(C)(C)C)c1ccc(-n2c(=O)[nH]c3c(N(Cc4ccccc4)Cc4ccccc4)ncnc32)cc1, CO, Cl. Product: CN(C(=O)OC(C)(C)C)c1ccc(-n2c(=O)[nH]c3c(N)ncnc32)cc1. RXN SMILES: [CH2:1]([N:8]([CH2:2][c:3]1[cH:4][cH:5][cH:6][cH:7][cH:34]1)[c:9]1[c:10]2[nH:11][c:12](=[O:33])[n:13](-[c:18]3[cH:19][cH:20][c:21]([N:24]([C:25]([O:26][C:27]([CH3:28])([CH3:29])[CH3:30])=[O:31])[CH3:32])[cH:22][cH:23]3)[c:14]2[n:15][cH:16][n:17]1)[c:35]1[cH:36][cH:37][cH:38][cH:39][cH:40]1.[CH3:42][OH:43].[ClH:41]>>[NH2:8][c:9]1[c:10]2[nH:11][c:12](=[O:33])[n:13](-[c:18]3[cH:19][cH:20][c:21]([N:24]([C:25]([O:26][C:27]([CH3:28])([CH3:29])[CH3:30])=[O:31])[CH3:32])[cH:22][cH:23]3)[c:14]2[n:15][cH:16][n:17]1. The reactants are C(C)(C)(C)[Mg]Cl (t-butylmagnesium chloride), C1=CC=CC=2C3=CC=CC=C3C(C12)=O (9-fluorenone). Yields the product C(C)(C)(C)C1(C2=CC=CC=C2C=2C=CC=CC12)O (9-t-Butyl-9H-fluoren-9-ol). As a reaction SMILES: [C:1]([Mg]Cl)([CH3:4])([CH3:3])[CH3:2].[CH:7]1[C:19]2[C:18](=[O:20])[C:17]3[C:12](=[CH:13][CH:14]=[CH:15][CH:16]=3)[C:11]=2[CH:10]=[CH:9][CH:8]=1>>[C:1]([C:18]1([OH:20])[C:19]2[CH:7]=[CH:8][CH:9]=[CH:10][C:11]=2[C:12]2[C:17]1=[CH:16][CH:15]=[CH:14][CH:13]=2)([CH3:4])([CH3:3])[CH3:2]. Reported procedure: from t-butylmagnesium chloride and 9-fluorenone; The reactants are solution, [N+](=[N-])=C (diazomethane), C(C1=CC=CC=C1)OC(=O)NCCCC[C@@H](CC(=O)O)O ((S)-7-benzyloxycarbonylamino-3-hydroxyheptanoic acid). The solvent is CCOCC (ether), COCCOC (1,2-dimethoxyethane). Reaction conditions: time 30 minute. Product: COC(C[C@H](CCCCNC(=O)OCC1=CC=CC=C1)O)=O ((S)-7-benzyloxycarbonylamino-3-hydroxyheptanoic acid methyl ester). Yield: 98.0%. Reaction SMILES: [CH2:1]([O:8][C:9]([NH:11][CH2:12][CH2:13][CH2:14][CH2:15][C@H:16]([OH:21])[CH2:17][C:18]([OH:20])=[O:19])=[O:10])[C:2]1[CH:7]=[CH:6][CH:5]=[CH:4][CH:3]=1.[N+](=[CH2:24])=[N-]>COCCOC.CCOCC>[CH3:24][O:19][C:18](=[O:20])[CH2:17][C@@H:16]([OH:21])[CH2:15][CH2:14][CH2:13][CH2:12][NH:11][C:9]([O:8][CH2:1][C:2]1[CH:3]=[CH:4][CH:5]=[CH:6][CH:7]=1)=[O:10]. Reported procedure: To a solution of 450 mg (1.52 mmoles) of (S)-7-benzyloxycarbonylamino-3-hydroxyheptanoic acid in 1,2-dimethoxyethane, while being cooled in ice, was added dropwise 7 ml (4.56 mmoles) of a solution of diazomethane in ether. The mixture was stirred for 30 minutes. The reaction mixture was evaporated to dryness to yield 461 mg (98% yield) of (S)-7-benzyloxycarbonylamino-3-hydroxyheptanoic acid methyl ester; [α]D21 +1°.